This data is from the Open Reaction Database (ORD), a public repository of structured organic reaction records. The task is: describe an organic reaction: reactants, conditions, products, and yield Starting materials: [N+](=O)([O-])[O-].[K+] (Potassium nitrate), N1C=CC=CC2=C1C=CC=C2 (benzazepine), TFA amide, COC1=CC2=C(CCNCC2)C=C1 (7-Methoxy-2,3,4,5-tetrahydro-1H-benzo[d]azepine), FC(C(=O)[NH-])(F)F (trifluoroacetyl amide), [OH-].[Na+] (sodium hydroxide). The solvent is C(C)#N (acetonitrile), FC(C(=O)OC(C(F)(F)F)=O)(F)F (trifluoroacetic anhydride). Run at temperature 0 celsius, time 1 hour. Yields the product COC1=CC2=C(CCNCC2)C=C1[N+](=O)[O-] (7-Methoxy-8-nitro-2,3,4,5-tetrahydro-1H-benzo[d]azepine), COC1=CC2=C(CCNCC2)C(=C1)[N+](=O)[O-] (7-Methoxy-9-nitro-2,3,4,5-tetrahydro-1H-benzo[d]azepine). Reaction SMILES: [CH3:1][O:2][C:3]1[CH:13]=[CH:12][C:6]2[CH2:7][CH2:8][NH:9][CH2:10][CH2:11][C:5]=2[CH:4]=1.FC(F)(F)C([NH-])=O.N1C2C=CC=CC=2C=CC=C1.[N+:32]([O-:35])([O-:34])=[O:33].[K+].[OH-].[Na+]>C(#N)C.FC(F)(F)C(OC(=O)C(F)(F)F)=O>[CH3:1][O:2][C:3]1[C:13]([N+:32]([O-:34])=[O:33])=[CH:12][C:6]2[CH2:7][CH2:8][NH:9][CH2:10][CH2:11][C:5]=2[CH:4]=1.[CH3:1][O:2][C:3]1[CH:13]=[C:12]([N+:32]([O-:35])=[O:33])[C:6]2[CH2:7][CH2:8][NH:9][CH2:10][CH2:11][C:5]=2[CH:4]=1 |f:3.4,5.6|. Reported procedure: 7-Methoxy-2,3,4,5-tetrahydro-1H-benzo[d]azepine (750 mg/4.2 mmol) was dissolved in a mixture of dry acetonitrile (3 mL) and trifluoroacetic anhydride (3 mL) and cooled to 0° C. (ice bath). The trifluoroacetyl amide of the benzazepine forms immediately (observed by HPLC). Potassium nitrate (450 mg/4.2 mmol) was added in one portion and the mixture allowed to warm to room temperature. After one hour the reaction was complete (HPLC); 33% sodium hydroxide (1 mL) was added via pipette (exotherm) and ... The reactants are BrC1=CC=C(C=C1)CC (1-bromo-4-ethylbenzene), CCCCC (n-pentane), C(=O)C1=C(C=C(C(=O)OC)C=C1)O (methyl 4-formyl-3-hydroxybenzoate), [Cl-].[NH4+] (ammonium chloride). Solvent: O1CCCC1 (tetrahydrofuran), O1CCCC1 (tetrahydrofuran), O (water). Conditions: temperature -78 celsius, time 10 minute. Product: C1(=CC=CC=C1)C(O)C1=CC=CC=C1 (diphenylmethanol). RXN SMILES: Br[C:2]1[CH:7]=[CH:6][C:5](CC)=[CH:4][CH:3]=1.CCCCC.C([C:17]1[CH:26]=[CH:25][C:20]([C:21]([O:23]C)=O)=[CH:19][C:18]=1O)=O.[Cl-].[NH4+]>O1CCCC1.O>[C:2]1([CH:21]([C:20]2[CH:19]=[CH:18][CH:17]=[CH:26][CH:25]=2)[OH:23])[CH:7]=[CH:6][CH:5]=[CH:4][CH:3]=1 |f:3.4|. Procedure details: To a solution of 1-bromo-4-ethylbenzene (0.41 mL) in tetrahydrofuran (15 mL) was added 1.45 mol/L tert-buthyllithium n-pentane solution (2.3 mL) under an argon atmosphere at −78° C. After the mixture was stirred at −78° C. for 10 minutes, a solution of methyl 4-formyl-3-hydroxybenzoate (0.18 g) in tetrahydrofuran (5 mL) was added to the reaction mixture. After the mixture was stirred under ice-cooling for 45 minutes, a saturated aqueous ammonium chloride solution and water were added to the reac... Reactants: O=C1CCC(=O)N1Br, ClCCl, CCCCCC, CC(C)=O, CCOC(=O)C1(CC2CC2)SCCCS1, [Na+], [Na+], O, O=S([O-])[O-]. Product: CCOC(=O)C(=O)CC1CC1. Reaction SMILES: [Br:16][N:17]1[C:18](=[O:20])[CH2:21][CH2:22][C:23]1=[O:19].[CH2:30]([Cl:31])[Cl:32].[CH3:24][CH2:25][CH2:26][CH2:27][CH2:28][CH3:29].[CH3:40][C:41]([CH3:42])=[O:43].[CH:1]1([CH2:4][C:5]2([C:11](=[O:12])[O:13][CH2:14][CH3:15])[S:6][CH2:7][CH2:8][CH2:9][S:10]2)[CH2:2][CH2:3]1.[Na+:37].[Na+:38].[OH2:39].[S:33]([O-:34])([O-:35])=[O:36]>>[CH:1]1([CH2:4][C:5]([C:11](=[O:12])[O:13][CH2:14][CH3:15])=[O:19])[CH2:2][CH2:3]1. The product is ClC1=CC=C(C=C1)C=1SC=C(N1)CSC1=NC(=C(C(=C1C#N)C1=NNC=C1)C#N)NC (2-({[2-(4-Chlorophenyl)-1,3-thiazol-4-yl]methyl}sulfanyl)-6-(methylamino)-4-(1H-pyrazol-3-yl)pyridine-3,5-dicarbonitrile). Solvent: O1CCCC1 (tetrahydrofuran), O1CCCC1 (tetrahydrofuran). Reaction SMILES: Cl[C:2]1[C:7]([C:8]#[N:9])=[C:6]([C:10]2[CH:14]=[CH:13][NH:12][N:11]=2)[C:5]([C:15]#[N:16])=[C:4]([S:17][CH2:18][C:19]2[N:20]=[C:21]([C:24]3[CH:29]=[CH:28][C:27]([Cl:30])=[CH:26][CH:25]=3)[S:22][CH:23]=2)[N:3]=1.[CH3:31][NH2:32].CO>O1CCCC1>[Cl:30][C:27]1[CH:28]=[CH:29][C:24]([C:21]2[S:22][CH:23]=[C:19]([CH2:18][S:17][C:4]3[C:5]([C:15]#[N:16])=[C:6]([C:10]4[CH:14]=[CH:13][NH:12][N:11]=4)[C:7]([C:8]#[N:9])=[C:2]([NH:32][CH3:31])[N:3]=3)[N:20]=2)=[CH:25][CH:26]=1. Procedure details: 300 mg (0.639 mmol) of 2-chloro-6-({[2-(4-chlorophenyl)-1,3-thiazol-4-yl]methyl}sulfanyl)-4-(1H-pyrazol-3-yl)pyridine-3,5-dicarbonitrile were dissolved in 2 ml of tetrahydrofuran, and 0.639 ml (1.278 mmol) of a 2 M solution of methylamine in tetrahydrofuran was added. After 30 minutes of stirring, methanol was added, the mixture was filtered and the filtrate was purified by preparative HPLC. This gave 173 mg (58% of theory) of the target compound. Reaction conditions: time 30 minute. The reactants are CO (methanol), ClC1=NC(=C(C(=C1C#N)C1=NNC=C1)C#N)SCC=1N=C(SC1)C1=CC=C(C=C1)Cl (2-chloro-6-({[2-(4-chlorophenyl)-1,3-thiazol-4-yl]methyl}sulfanyl)-4-(1H-pyrazol-3-yl)pyridine-3,5-dicarbonitrile), solution, CN (methylamine). The reactants are BrC1=NC(=CC=C1)Br (2,6-dibromopyridine), [Li]CCCC (n-BuLi), BrC1=CC=CC(=N1)C=O (6-Bromo-2-pyridinecarboxaldehyde). Solvent: C1CCOC1 (THF). Run at time 20 minute. Product: BrC1=CC=CC(=N1)C(O)C1=NC(=CC=C1)Br (bis(6-bromopyridin-2-yl)methanol). Reaction SMILES: Br[C:2]1[CH:7]=[CH:6][CH:5]=[C:4]([Br:8])[N:3]=1.[Li]CCCC.[Br:14][C:15]1[N:20]=[C:19]([CH:21]=[O:22])[CH:18]=[CH:17][CH:16]=1>C1COCC1>[Br:8][C:4]1[N:3]=[C:2]([CH:21]([C:19]2[CH:18]=[CH:17][CH:16]=[C:15]([Br:14])[N:20]=2)[OH:22])[CH:7]=[CH:6][CH:5]=1. Procedure details: To the solution of 2,6-dibromopyridine (4.72 g, 19.93 mmol) in THF (100 mL) at −78° C. was added n-BuLi (8.8 mL, 2.5 M, 22 mmol) and stirred for 20 min. 6-Bromo-2-pyridinecarboxaldehyde (3.71 g, 19.93 mmol) was added. The mixture was stirred at 0° C. for 2 h. The reaction was quenched with ice and extracted with CH2Cl2. The combined organic layer was dried, filtered, and concentrated to give a solid. The solid was purified by silica gel chromatography (15% EtOAc in hexane) to give bis(6-bromopyr... The reactants are O (water), aqueous solution, [OH-].[Na+] (sodium hydroxide), ice, C(C=C)C1=C(C(=CC=2C(=NOC21)C2=C(C=CC=C2)Cl)Cl)O (7-allyl-5-chloro-3-(2-chlorophenyl)-6-hydroxy-1,2-benzisoxazole), ClC1=CC(=CC=C1)C(=O)OO (m-chloroperbenzoic acid). The solvent is C(Cl)Cl (methylene chloride). Yields the product ClC=1C2=C(C3=C(C(=NO3)C3=C(C=CC=C3)Cl)C1)CC(O2)CO (5-chloro-3-(2-chlorophenyl)-7,8-dihydrofuro[2,3-g]-1,2-benzisoxazole-7-methanol). Yield: 97.4%. RXN SMILES: [CH2:1]([C:4]1[C:12]2[O:11][N:10]=[C:9]([C:13]3[CH:18]=[CH:17][CH:16]=[CH:15][C:14]=3[Cl:19])[C:8]=2[CH:7]=[C:6]([Cl:20])[C:5]=1[OH:21])[CH:2]=[CH2:3].ClC1C=CC=C(C(OO)=[O:30])C=1.O.[OH-].[Na+]>C(Cl)Cl>[Cl:20][C:6]1[C:5]2[O:21][CH:2]([CH2:3][OH:30])[CH2:1][C:4]=2[C:12]2[O:11][N:10]=[C:9]([C:13]3[CH:18]=[CH:17][CH:16]=[CH:15][C:14]=3[Cl:19])[C:8]=2[CH:7]=1 |f:3.4|. Reported procedure: To the ice-cooled solution of 7-allyl-5-chloro-3-(2-chlorophenyl)-6-hydroxy-1,2-benzisoxazole (4.5 g) in methylene chloride (200 ml), 6.6 g of m-chloroperbenzoic acid was added in small portions under agitation, and the mixture was subsequently refluxed for 4 hours. After cooling the mixture, water and 50 ml of an aqueous solution of 2N sodium hydroxide were added and the mixture was extracted with methylene chloride. The methylene chloride layer was washed with water and dried. By distilling of... The reactants are CC1(OC(=O)CC(=O)O1)C (Meldrum's acid), aldehyde, OCCCCCCC(C(=O)[O-])(C(=O)[O-])CCCCCCO (bis-(6-hydroxyhexyl)malonate), C(CCCCCO)O (1,6-hexanediol), C1(=CC=C(C=C1)S(=O)(=O)O)C (p-toluene-sulphonic acid), C(C)(=O)O.N1CCCCC1 (piperidine acetate). Solvent: CC(=O)C (acetone), O (water). Product: OCCCCCCOC(=O)C=1C(OC2=CC(=CC=C2C1)N(CC)CC)=O (3-(6-hydroxyhexoxycarbonyl)-7-diethylaminocoumarin). As a reaction SMILES: CC1(C)[O:9][C:7](=[O:8])[CH2:6][C:4](=[O:5])O1.[CH2:11]([OH:18])[CH2:12][CH2:13][CH2:14][CH2:15][CH2:16][OH:17].[C:19]1([CH3:29])[CH:24]=[CH:23][C:22](S(O)(=O)=O)=[CH:21][CH:20]=1.OCCCCCCC(CCCCCCO)(C([O-])=O)C([O-])=O.C(O)(=O)C.[NH:55]1[CH2:60][CH2:59]C[CH2:57][CH2:56]1>O.CC(C)=O>[OH:17][CH2:16][CH2:15][CH2:14][CH2:13][CH2:12][CH2:11][O:18][C:4]([C:6]1[C:7](=[O:8])[O:9][C:24]2[C:19]([CH:29]=1)=[CH:20][CH:21]=[C:22]([N:55]([CH2:60][CH3:59])[CH2:56][CH3:57])[CH:23]=2)=[O:5] |f:4.5|. Procedure: In this scheme, bis-(6-hydroxyhexyl)malonate is first produced by reacting the Meldrum's acid and 1,6-hexanediol in the presence of a catalytic quantity of p-toluene-sulphonic acid with elimination of acetone and water. The bis-(6-hydroxyhexyl)malonate is then combined with 4-diethylaminosalicylic aldehyde in the presence of catalytic quantities of piperidine acetate to form the desired 3-(6-hydroxyhexoxycarbonyl)-7-diethylaminocoumarin. The reactants are N=1C=CN2C1C=CC=C2SCCCCN2C(OCC2=O)=O (3-[4-(imidazo[1,2-a]pyridin-5-ylthio)butyl]oxazolidine-2,4-dione), C(C)=O (acetaldehyde), N1CCCCC1 (piperidine). The solvent is C(C)O (ethanol). Yields the product C(C)=C1C(N(C(O1)=O)CCCCSC1=CC=CC=2N1C=CN2)=O (5-ethylidene-3-[4-(imidazo[1,2-a]pyridin-5-ylthio)butyl]oxazolidine-2,4-dione). As a reaction SMILES: [N:1]1[CH:2]=[CH:3][N:4]2[C:9]([S:10][CH2:11][CH2:12][CH2:13][CH2:14][N:15]3[C:19](=[O:20])[CH2:18][O:17][C:16]3=[O:21])=[CH:8][CH:7]=[CH:6][C:5]=12.[CH:22](=O)[CH3:23].N1CCCCC1>C(O)C>[CH:22](=[C:18]1[O:17][C:16](=[O:21])[N:15]([CH2:14][CH2:13][CH2:12][CH2:11][S:10][C:9]2[N:4]3[CH:3]=[CH:2][N:1]=[C:5]3[CH:6]=[CH:7][CH:8]=2)[C:19]1=[O:20])[CH3:23]. Procedure details: To a solution of 1.527 g (5.0 mmol) of 3-[4-(imidazo[1,2-a]pyridin-5-ylthio)butyl]oxazolidine-2,4-dione and 0.311 ml (5.0 mmol) of acetaldehyde in 20 ml of ethanol, 0.05 ml (0.5 mmol) of piperidine was added, followed by refluxing for 17 hours. After the reaction mixture was cooled, the solvent was distilled off. The residue was dissolved in dichloromethane, washed with water and dried, after which the solvent was distilled off. The residue was purified by column chromatography (eluent, n-hexane... Starting materials: C(CCCCCCCCCCC)C1=CC=C(C=C1)N=NC1=CC=C(C=C1)O (4-dodecyl-4'-hydroxyazobenzene), BrCCCCCCCCCCBr (1,10-dibromodecane), [OH-].[K+] (potassium hydroxide). Solvent: C(C)O (ethanol). The product is BrCCCCCCCCCCOC1=CC=C(C=C1)N=NC1=CC=C(C=C1)CCCCCCCCCCCC (4-(10-bromodecyloxy)-4'-dodecylazobenzene). As a reaction SMILES: [CH2:1]([C:13]1[CH:18]=[CH:17][C:16]([N:19]=[N:20][C:21]2[CH:26]=[CH:25][C:24]([OH:27])=[CH:23][CH:22]=2)=[CH:15][CH:14]=1)[CH2:2][CH2:3][CH2:4][CH2:5][CH2:6][CH2:7][CH2:8][CH2:9][CH2:10][CH2:11][CH3:12].[Br:28][CH2:29][CH2:30][CH2:31][CH2:32][CH2:33][CH2:34][CH2:35][CH2:36][CH2:37][CH2:38]Br.[OH-].[K+]>C(O)C>[Br:28][CH2:29][CH2:30][CH2:31][CH2:32][CH2:33][CH2:34][CH2:35][CH2:36][CH2:37][CH2:38][O:27][C:24]1[CH:23]=[CH:22][C:21]([N:20]=[N:19][C:16]2[CH:15]=[CH:14][C:13]([CH2:1][CH2:2][CH2:3][CH2:4][CH2:5][CH2:6][CH2:7][CH2:8][CH2:9][CH2:10][CH2:11][CH3:12])=[CH:18][CH:17]=2)=[CH:26][CH:25]=1 |f:2.3|. Procedure: A 3000 ml three-necked round bottom flask was equipped with magnetic stirring, a heating mantle, a reflux condenser, and a nitrogen atmosphere. The flask was charged with 4-dodecyl-4'-hydroxyazobenzene (60.0 g, 0.164 mol), 1,10-dibromodecane, (66.95 g, 0.223 mol), potassium hydroxide (9.75 g, 0.174 mol), and ethanol (1260 ml). The stirring mixture was refluxed for seven hours. During the course of the reaction, a yellow precipitate formed in the reaction mixture. The reaction mixture then was co... Starting materials: OC1=C(C(=O)C2=C(C=CC=C2)O)C=CC=C1 (2,2'-dihydroxybenzophenone), C(C)(C)(C)N=NC(CCC(=O)Cl)(C)C#N (4-t-butylazo-4-cyanovaleryl chloride), N1=CC=CC=C1 (pyridine), CCOCC (ether). Solvent: CCCCC (pentane), O (water). Conditions: time 0.5 hour. Product: C(C)(C)(C)N=NC(CCC(=O)OC1=C(C(=O)C2=C(C=CC=C2)O)C=CC=C1)(C)C#N (2-(4-t-butylazo-4-cyanovaleryloxy)-2'-hydroxybenzophenone). Isolated yield 71.2%. Reaction SMILES: [OH:1][C:2]1[CH:16]=[CH:15][CH:14]=[CH:13][C:3]=1[C:4]([C:6]1[CH:11]=[CH:10][CH:9]=[CH:8][C:7]=1[OH:12])=[O:5].N1C=CC=CC=1.CCOCC.[C:28]([N:32]=[N:33][C:34]([C:41]#[N:42])([CH3:40])[CH2:35][CH2:36][C:37](Cl)=[O:38])([CH3:31])([CH3:30])[CH3:29]>CCCCC.O>[C:28]([N:32]=[N:33][C:34]([C:41]#[N:42])([CH3:40])[CH2:35][CH2:36][C:37]([O:1][C:2]1[CH:16]=[CH:15][CH:14]=[CH:13][C:3]=1[C:4]([C:6]1[CH:11]=[CH:10][CH:9]=[CH:8][C:7]=1[OH:12])=[O:5])=[O:38])([CH3:31])([CH3:29])[CH3:30]. Reported procedure: To a solution of 4.68 g. (0.0218 m) of 2,2'-dihydroxybenzophenone and 2.5 ml. of pyridine in 30 ml. of ether in a 4 neck 100 ml. round bottom flask equipped with a thermometer, condenser and magnetic stirring bar was added 5.0 g. (0.0218 m) of 4-t-butylazo-4-cyanovaleryl chloride dropwise with cooling so the temperature did not rise above 25° C. After completion of the addition the reaction mixture was stirred 1/2 hour at room temperature and then diluted with 100 ml. of water. The ether layer w...